Dataset: the Open Reaction Database (ORD), a public repository of structured organic reaction records. Task: describe an organic reaction: reactants, conditions, products, and yield Procedure: To a mixture of 3,3-dimethyl-2-(3-nitro-phenyl)-6-trifluoromethyl-1,2,3,4-tetrahydro-quinolin-4-ol (7.1 g, 19 mmol) and triethylsilane (20 mL) at 25° C. was added trifluoroacetic acid (5 mL) dropwise. The resulting mixture was stirred at 25° C. for 1 h. Then the reaction mixture was concentrated in vacuo and the residue was extracted with ethyl acetate (2×200 mL), washed with saturated aqueous sodium bicarbonate solution (2×100 mL), dried over anhydrous sodium sulfate and concentrated in vacuo. ... The solvent is C(C)[SiH](CC)CC (triethylsilane). The yield is 36.1%. Run at temperature 25 celsius, time 1 hour. Yields the product CC1(C(NC2=CC=C(C=C2C1)C(F)(F)F)C1=CC(=CC=C1)[N+](=O)[O-])C (3,3-dimethyl-2-(3-nitro-phenyl)-6-trifluoromethyl-1,2,3,4-tetrahydro-quinoline). The reactants are CC1(C(NC2=CC=C(C=C2C1O)C(F)(F)F)C1=CC(=CC=C1)[N+](=O)[O-])C (3,3-dimethyl-2-(3-nitro-phenyl)-6-trifluoromethyl-1,2,3,4-tetrahydro-quinolin-4-ol), FC(C(=O)O)(F)F (trifluoroacetic acid). As a reaction SMILES: [CH3:1][C:2]1([CH3:26])[CH:11](O)[C:10]2[C:5](=[CH:6][CH:7]=[C:8]([C:13]([F:16])([F:15])[F:14])[CH:9]=2)[NH:4][CH:3]1[C:17]1[CH:22]=[CH:21][CH:20]=[C:19]([N+:23]([O-:25])=[O:24])[CH:18]=1.FC(F)(F)C(O)=O>C([SiH](CC)CC)C>[CH3:1][C:2]1([CH3:26])[CH2:11][C:10]2[C:5](=[CH:6][CH:7]=[C:8]([C:13]([F:15])([F:14])[F:16])[CH:9]=2)[NH:4][CH:3]1[C:17]1[CH:22]=[CH:21][CH:20]=[C:19]([N+:23]([O-:25])=[O:24])[CH:18]=1. The product is O=C(O)CCCC1CCCCc2ccccc21. Starting materials: CO, Cl, [Na+], [OH-], CCOC(=O)CCCC1CCCCc2ccccc21. RXN SMILES: [CH3:23][OH:24].[ClH:22].[Na+:21].[OH-:20].[cH:1]1[cH:2][cH:3][cH:4][c:5]2[c:6]1[CH2:7][CH2:8][CH2:9][CH2:10][CH:11]2[CH2:12][CH2:13][CH2:14][C:15](=[O:16])[O:17][CH2:18][CH3:19]>>[cH:1]1[cH:2][cH:3][cH:4][c:5]2[c:6]1[CH2:7][CH2:8][CH2:9][CH2:10][CH:11]2[CH2:12][CH2:13][CH2:14][C:15](=[O:16])[OH:17]. Starting materials: C(C)(=O)[O-].[Na+] (sodium acetate), FC=1C=C(C=CC1)SC(CC=O)C (3-(3-fluorophenylthio)butanal), Cl (hydrochloric acid), C(CC(=O)C)(=O)OC (methyl acetoacetate), Cl (hydrochloric acid), [OH-].[Na+] (sodium hydroxide). The reagents and catalysts are [Br-].C(CCC)[N+](CCCC)(CCCC)CCCC (tetrabutylammonium bromide). Run in C1(=CC=CC=C1)C (toluene), O (water). Reaction conditions: time 3 hour. Yields the product FC=1C=C(C=CC1)SC(CC(CC(C)=O)O)C (6-(3-fluorophenylthio)-4-hydroxy-2-heptanone). Yield: 87.4%. Reaction SMILES: C(OC)(=O)[CH2:2][C:3]([CH3:5])=[O:4].[OH-].[Na+].Cl.C([O-])(=O)C.[Na+].[F:17][C:18]1[CH:19]=[C:20]([S:24][CH:25]([CH3:29])[CH2:26][CH:27]=[O:28])[CH:21]=[CH:22][CH:23]=1>O.[Br-].C([N+](CCCC)(CCCC)CCCC)CCC.C1(C)C=CC=CC=1>[F:17][C:18]1[CH:19]=[C:20]([S:24][CH:25]([CH3:29])[CH2:26][CH:27]([OH:28])[CH2:2][C:3](=[O:4])[CH3:5])[CH:21]=[CH:22][CH:23]=1 |f:1.2,4.5,8.9|. Procedure details: 9.86 Grams of methyl acetoacetate were dissolved in 15 ml of water, and 12.67 g of a 30% aqueous sodium hydroxide solution were added thereto by drops while cooling the mixture to 25° C. or less. After having been stirred at 30°-35° C. for 3 hours, the mixture was adjusted to pH 7.0 with a concentrated aqueous hydrochloric acid solution. Thereafter, 0.62 g of sodium acetate and 2.42 g of tetrabutylammonium bromide were added thereto and then an additional concentrated aqueous hydrochloric acid s...